Dataset: the Open Reaction Database (ORD), a public repository of structured organic reaction records. Task: describe an organic reaction: reactants, conditions, products, and yield Reactants: solid, BrC1=CC(=CC=2C=C3N(C12)CCNC3=O)C#N (6-bromo-1-oxo-1,2,3,4-tetrahydro-pyrazino[1,2-a]indole-8-carbonitrile), BrC1=CC(=CC=2C=C3N(C12)CCNC3=O)C#N (6-bromo-1-oxo-1,2,3,4-tetrahydro-pyrazino[1,2-a]indole-8-carbonitrile), N1=CC=C(C=C1)B(O)O (pyridine-4-ylboronic acid). Yields the product O=C1NCCN2C1=CC=1C=C(C=C(C21)C2=CC=NC=C2)C#N (1-Oxo-6-pyridin-4-yl-1,2,3,4-tetrahydro-pyrazino[1,2-a]indole-8-carbonitrile). As a reaction SMILES: Br[C:2]1[C:10]2[N:9]3[CH2:11][CH2:12][NH:13][C:14](=[O:15])[C:8]3=[CH:7][C:6]=2[CH:5]=[C:4]([C:16]#[N:17])[CH:3]=1.[N:18]1[CH:23]=[CH:22][C:21](B(O)O)=[CH:20][CH:19]=1>>[O:15]=[C:14]1[C:8]2=[CH:7][C:6]3[CH:5]=[C:4]([C:16]#[N:17])[CH:3]=[C:2]([C:21]4[CH:22]=[CH:23][N:18]=[CH:19][CH:20]=4)[C:10]=3[N:9]2[CH2:11][CH2:12][NH:13]1. Procedure: The title compound, off-white solid (64 mg, 89%), MS (ISP) m/z=289.5 [(M+H)+], mp 315.5° C., was prepared in accordance with the general method of example 1 from 6-bromo-1-oxo-1,2,3,4-tetrahydro-pyrazino[1,2-a]indole-8-carbonitrile (intermediate 15) (72.5 mg, 0.25 mmol) and commercially available pyridine-4-ylboronic acid (39.9 mg, 0.325 mmol). The reactants are N1=C(C=CC=C1)NC(\C=C(\C)/N)=O (N-(pyrid-2-yl)-3-aminocrotonamide), ClC1=C(C=O)C=CC=C1 (2-chlorobenzaldehyde), FC1=CC=C(C=C1)C(CC(=O)OCCCCN1C(=NC=2C=NC=CC21)C)=O (4-(2-methylimidazo[4,5-c]pyrid-1-yl)butyl 3-(4-fluorophenyl)-3-oxopropionate). Run in C(C)O (ethanol). Yields the product ClC1=C(C=CC=C1)C1C(=C(NC(=C1C(NC1=NC=CC=C1)=O)C)C1=CC=C(C=C1)F)C(=O)OCCCCN1C(=NC=2C=NC=CC21)C (4-(2-Chlorophenyl)-2-(4-fluorophenyl)-3-[4-(2-methylimidazo[4,5-c]pyrid-1-yl)butoxycarbonyl]-6-methyl-5-(N-pyrid-2-ylcarbamoyl)-1,4-dihydropyridine). RXN SMILES: [N:1]1[CH:6]=[CH:5][CH:4]=[CH:3][C:2]=1[NH:7][C:8](=[O:13])/[CH:9]=[C:10](\[NH2:12])/[CH3:11].[Cl:14][C:15]1[CH:22]=[CH:21][CH:20]=[CH:19][C:16]=1[CH:17]=O.[F:23][C:24]1[CH:29]=[CH:28][C:27]([C:30](=O)[CH2:31][C:32]([O:34][CH2:35][CH2:36][CH2:37][CH2:38][N:39]2[C:47]3[CH:46]=[CH:45][N:44]=[CH:43][C:42]=3[N:41]=[C:40]2[CH3:48])=[O:33])=[CH:26][CH:25]=1>C(O)C>[Cl:14][C:15]1[CH:22]=[CH:21][CH:20]=[CH:19][C:16]=1[CH:17]1[C:9]([C:8](=[O:13])[NH:7][C:2]2[CH:3]=[CH:4][CH:5]=[CH:6][N:1]=2)=[C:10]([CH3:11])[NH:12][C:30]([C:27]2[CH:26]=[CH:25][C:24]([F:23])=[CH:29][CH:28]=2)=[C:31]1[C:32]([O:34][CH2:35][CH2:36][CH2:37][CH2:38][N:39]1[C:47]2[CH:46]=[CH:45][N:44]=[CH:43][C:42]=2[N:41]=[C:40]1[CH3:48])=[O:33]. Procedure details: A solution of N-(pyrid-2-yl)-3-aminocrotonamide (0.50 g, 2.8 mM), 2-chlorobenzaldehyde (0.39 g, 2.8 mM) and 4-(2-methylimidazo[4,5-c]pyrid-1-yl)butyl 3-(4-fluorophenyl)-3-oxopropionate (1.04 g, 2.8 mM--see Preparation 1) in absolute ethanol (15 cm3) was heated at reflux, under nitrogen, for 5 hours. The cooled solution was evaporated to dryness and the residue purified by column chromatography on silica (Merck "Kieselgel 60"--Trade Mark) eluting with dichloromethane:methanol 97:3. The pure produ... Reactants: C(Cl)Cl (DCM), [BH4-].[Na+] (NaBH4), ClC=1C=C(C=CC1)C1=NC=2N(C3=CC=C(C=C13)C(O)(C1=CN=CN1C)C1=CC=C(C=C1)OC)N=NN2 (5-(3-chlorophenyl)-α-(4-methoxyphenyl)-α-(1-methyl-1H-imidazol-5-yl)-tetrazolo[1,5-α]quinazoline-7-methanol), ice water. The solvent is CO (methanol). Reaction conditions: time 2 hour. Yields the product ClC=1C=C(C=CC1)C1NC=2N(C3=CC=C(C=C13)C(O)(C1=CN=CN1C)C1=CC=C(C=C1)OC)N=NN2 (5-(3-chlorophenyl)-4,5-dihydro-α-(4-methoxyphenyl)-α-(1-methyl-1H-imidazol-5-yl)-tetrazolo[1,5-α]quinazoline-7-methanol). Yield: 66.7%. RXN SMILES: [BH4-].[Na+].[Cl:3][C:4]1[CH:5]=[C:6]([C:10]2[C:19]3[C:14](=[CH:15][CH:16]=[C:17]([C:20]([C:28]4[CH:33]=[CH:32][C:31]([O:34][CH3:35])=[CH:30][CH:29]=4)([C:22]4[N:26]([CH3:27])[CH:25]=[N:24][CH:23]=4)[OH:21])[CH:18]=3)[N:13]3[N:36]=[N:37][N:38]=[C:12]3[N:11]=2)[CH:7]=[CH:8][CH:9]=1.C(Cl)Cl>CO>[Cl:3][C:4]1[CH:5]=[C:6]([CH:10]2[C:19]3[C:14](=[CH:15][CH:16]=[C:17]([C:20]([C:28]4[CH:33]=[CH:32][C:31]([O:34][CH3:35])=[CH:30][CH:29]=4)([C:22]4[N:26]([CH3:27])[CH:25]=[N:24][CH:23]=4)[OH:21])[CH:18]=3)[N:13]3[N:36]=[N:37][N:38]=[C:12]3[NH:11]2)[CH:7]=[CH:8][CH:9]=1 |f:0.1|. Procedure details: NaBH4 (0.003 mol) was added portionwise at room temperature to a mixture of intermediate 16 (0.003 mol) in methanol (15 ml). The mixture was stirred at room temperature for 2 hours and poured out into ice water. DCM was added. The mixture was extracted with DCM. The organic layer was separated, dried (MgSO4), filtered, and the solvent was evaporated. The residue (1.3 g, 86%) was crystallized from 2-propanone/diethyl ether. The precipitate was filtered off and dried, yielding 1 g (67%) of 5-(3-ch... The reactants are ClC1=C(C(=CC=C1)Cl)C1CC(C(O1)=O)CC1=CC=C(C=C1)N1C(N(C2=CC=CC=C2C1=O)C)=O (3-[4-[[5-(2,6-dichlorophenyl)-2-oxotetrahydrofuran-3-yl]methyl]phenyl]-1-methylquinazoline-2,4-dione), O.[OH-].[Li+] (lithium hydroxide-monohydrate). Solvent: O1CCCC1 (tetrahydrofuran). The product is ClC1=C(C(=CC=C1)Cl)C(CC(C(=O)O)CC1=CC=C(C=C1)N1C(N(C2=CC=CC=C2C1=O)C)=O)O (4-(2,6-dichlorophenyl)-4-hydroxy-2-[4-(1-methyl-2,4-dioxo-1,2,3,4-tetrahydroquinazoline-3-yl)benzyl]butanoic acid). Reaction SMILES: [Cl:1][C:2]1[CH:7]=[CH:6][CH:5]=[C:4]([Cl:8])[C:3]=1[CH:9]1[O:13][C:12](=[O:14])[CH:11]([CH2:15][C:16]2[CH:21]=[CH:20][C:19]([N:22]3[C:31](=[O:32])[C:30]4[C:25](=[CH:26][CH:27]=[CH:28][CH:29]=4)[N:24]([CH3:33])[C:23]3=[O:34])=[CH:18][CH:17]=2)[CH2:10]1.[OH2:35].[OH-].[Li+]>O1CCCC1>[Cl:1][C:2]1[CH:7]=[CH:6][CH:5]=[C:4]([Cl:8])[C:3]=1[CH:9]([OH:13])[CH2:10][CH:11]([CH2:15][C:16]1[CH:21]=[CH:20][C:19]([N:22]2[C:31](=[O:32])[C:30]3[C:25](=[CH:26][CH:27]=[CH:28][CH:29]=3)[N:24]([CH3:33])[C:23]2=[O:34])=[CH:18][CH:17]=1)[C:12]([OH:35])=[O:14] |f:1.2.3|. Procedure details: The mixture of 7 mg of 3-[4-[[5-(2,6-dichlorophenyl)-2-oxotetrahydrofuran-3-yl]methyl]phenyl]-1-methylquinazoline-2,4-dione, 0.6 mg of lithium hydroxide-monohydrate and 5 ml of tetrahydrofuran was stirred. After removing a solvent, the residue was purified by reverse phase HPLC to obtain the subject compound. The reactants are C(=O)([O-])[O-].[Na+].[Na+] (Na2CO3), CC1(OB(OC1(C)C)C=1C=C(SC1)C(=O)N)C (4-(4,4,5,5-tetramethyl-[1,3,2]dioxaborolan-2-yl)-thiophene-2-carboxamide), CN1CCN(CC1)C1=CC=C(C=C1)NC=1C=2N(C(=CN1)C=1C=C(SC1)C(=O)N)N=CN2 (4-{8-[4-(4-Methyl-piperazin-1-yl)-phenylamino]-[1,2,4]triazolo[1,5-a]pyrazin-5-yl}-thiophene-2-carboxylic acid amide), BrC1=CN=C(C=2N1N=CN2)NC2=CC=C(C=C2)OCCN2CCOCC2 ((5-bromo-[1,2,4]triazolo[1,5-a]pyrazin-8-yl)-[4-(2-morpholin-4-yl-ethoxy)-phenyl]-amine). Reagents/catalysts: C=1C=CC(=CC1)[P](C=2C=CC=CC2)(C=3C=CC=CC3)[Pd]([P](C=4C=CC=CC4)(C=5C=CC=CC5)C=6C=CC=CC6)([P](C=7C=CC=CC7)(C=8C=CC=CC8)C=9C=CC=CC9)[P](C=1C=CC=CC1)(C=1C=CC=CC1)C=1C=CC=CC1 (Pd(PPh3)4). Run in O1CCOCC1 (dioxane). Yields the product N (NH3), O1CCN(CC1)CCOC1=CC=C(C=C1)NC=1C=2N(C(=CN1)C=1C=C(SC1)C(=O)N)N=CN2 (4-(8-(4-(2-Morpholinoethoxy)phenylamino)-[1,2,4]triazolo[1,5-a]pyrazin-5-yl)thiophene-2-carboxamide). Yield: 52.0%. RXN SMILES: C[N:2]1CCN([C:8]2[CH:13]=[CH:12][C:11]([NH:14][C:15]3[C:16]4[N:17]([N:29]=[CH:30][N:31]=4)[C:18]([C:21]4[CH:22]=[C:23]([C:26]([NH2:28])=[O:27])[S:24][CH:25]=4)=[CH:19][N:20]=3)=[CH:10][CH:9]=2)CC1.BrC1N2N=CN=C2C(NC2C=CC([O:49][CH2:50][CH2:51][N:52]3[CH2:57][CH2:56][O:55][CH2:54][CH2:53]3)=CC=2)=NC=1.CC1(C)C(C)(C)OB(C2C=C(C(N)=O)SC=2)O1.C([O-])([O-])=O.[Na+].[Na+]>O1CCOCC1.C1C=CC([P]([Pd]([P](C2C=CC=CC=2)(C2C=CC=CC=2)C2C=CC=CC=2)([P](C2C=CC=CC=2)(C2C=CC=CC=2)C2C=CC=CC=2)[P](C2C=CC=CC=2)(C2C=CC=CC=2)C2C=CC=CC=2)(C2C=CC=CC=2)C2C=CC=CC=2)=CC=1>[NH3:2].[O:55]1[CH2:56][CH2:57][N:52]([CH2:51][CH2:50][O:49][C:8]2[CH:13]=[CH:12][C:11]([NH:14][C:15]3[C:16]4[N:17]([N:29]=[CH:30][N:31]=4)[C:18]([C:21]4[CH:22]=[C:23]([C:26]([NH2:28])=[O:27])[S:24][CH:25]=4)=[CH:19][N:20]=3)=[CH:10][CH:9]=2)[CH2:53][CH2:54]1 |f:3.4.5,^1:90,92,111,130|. Procedure: This compound may be prepared using methods as described for Compound 6, step 4, using (5-bromo-[1,2,4]triazolo[1,5-a]pyrazin-8-yl)-[4-(2-morpholin-4-yl-ethoxy)-phenyl]-amine (113 mg, 0.27 mmol), 4-(4,4,5,5-tetramethyl-[1,3,2]dioxaborolan-2-yl)-thiophene-2-carboxamide (136 mg, 0.537 mmol), and Pd(PPh3)4 (78 mg, 0.067 mmol) in 1.5M Na2CO3 (1.44 mL, 2.16 mmol) and dioxane (4.3 mL). The reaction mixture is purified by silica gel column chromatography eluting with 97:3 DCM:NH3 (7M in MeOH) to yield ... Starting materials: (R)-(−)-1-[(S)-2-(dicyclohexylphosphino)ferrocenyl]ethyldi-tert-butylphosphine, BrC1=C(N=CC2=C1C1=C(N2COCC[Si](C)(C)C)N=CC(=C1)C=1C=NN(C1)C)C#N (5-bromo-3-(1-methyl-1H-pyrazol-4-yl)-9-(2-trimethylsilanylethoxymethyl)-9H-dipyrido[2,3-b;4′,3′-d]pyrrole-6-carbonitrile), C(C)(C)(C)OC(=O)N1CCC(CC1)S (4-mercaptopiperidine-1-carboxylic acid tert-butyl ester), CC(C)([O-])C.[Na+] (sodium tert-butoxide). The reagents and catalysts are C(C)(=O)[O-].[Pd+2].C(C)(=O)[O-] (palladium(II) acetate). Run in C(OC)COC (dimethoxyethane), C(OC)COC (dimethoxyethane). Run at temperature 100 celsius. The product is C(C)(C)(C)OC(=O)N1CCC(CC1)SC1=C(N=CC2=C1C1=C(N2COCC[Si](C)(C)C)N=CC(=C1)C=1C=NN(C1)C)C#N (4-[6-Cyano-3-(1-methyl-1H-pyrazol-4-yl)-9-(2-trimethylsilanylethoxy methyl)-9H-dipyrido[2,3-b;4′,3′-d]pyrrol-5-ylsulfanyl]-piperidine-1-carboxylic acid tert-butyl ester). Yield: 68.4%. As a reaction SMILES: Br[C:2]1[C:7]2[C:8]3[CH:22]=[C:21]([C:23]4[CH:24]=[N:25][N:26]([CH3:28])[CH:27]=4)[CH:20]=[N:19][C:9]=3[N:10]([CH2:11][O:12][CH2:13][CH2:14][Si:15]([CH3:18])([CH3:17])[CH3:16])[C:6]=2[CH:5]=[N:4][C:3]=1[C:29]#[N:30].[C:31]([O:35][C:36]([N:38]1[CH2:43][CH2:42][CH:41]([SH:44])[CH2:40][CH2:39]1)=[O:37])([CH3:34])([CH3:33])[CH3:32].CC(C)([O-])C.[Na+]>C(COC)OC.C([O-])(=O)C.[Pd+2].C([O-])(=O)C>[C:31]([O:35][C:36]([N:38]1[CH2:43][CH2:42][CH:41]([S:44][C:2]2[C:7]3[C:8]4[CH:22]=[C:21]([C:23]5[CH:24]=[N:25][N:26]([CH3:28])[CH:27]=5)[CH:20]=[N:19][C:9]=4[N:10]([CH2:11][O:12][CH2:13][CH2:14][Si:15]([CH3:18])([CH3:17])[CH3:16])[C:6]=3[CH:5]=[N:4][C:3]=2[C:29]#[N:30])[CH2:40][CH2:39]1)=[O:37])([CH3:34])([CH3:32])[CH3:33] |f:2.3,5.6.7|. Reported procedure: To a degassed suspension of 5-bromo-3-(1-methyl-1H-pyrazol-4-yl)-9-(2-trimethylsilanylethoxymethyl)-9H-dipyrido[2,3-b;4′,3′-d]pyrrole-6-carbonitrile (120 mg, 0.25 mmol), 4-mercaptopiperidine-1-carboxylic acid tert-butyl ester (54 mg, 0.25 mmol) and sodium tert-butoxide (26.4 mg, 0.28 mmol) in dimethoxyethane (0.4 mL) in a sealed 5 ml microwave vial was added a degassed solution of palladium(II) acetate (2.2 mg, 0.01 mmol) and (R)-(−)-1-[(S)-2-(dicyclohexylphosphino)ferrocenyl]ethyldi-tert-butylp... Starting materials: CC(=O)Cl, CCOC(C)=O, CN(C)c1ccncc1, CC(C)[Si](C(C)C)(C(C)C)n1ccc2cc(N)cnc21, [Cl-], [NH4+], c1ccncc1. Product: CC(=O)Nc1cnc2c(ccn2[Si](C(C)C)(C(C)C)C(C)C)c1. As a reaction SMILES: [CH3:1][C:2]([Cl:3])=[O:4].[CH3:27][CH2:28][O:29][C:30](=[O:31])[CH3:32].[CH3:33][N:34]([CH3:35])[c:36]1[cH:37][cH:38][n:39][cH:40][cH:41]1.[CH:5]([CH3:6])([CH3:7])[Si:8]([n:9]1[cH:10][cH:11][c:12]2[c:13]1[n:14][cH:15][c:16]([NH2:18])[cH:17]2)([CH:19]([CH3:20])[CH3:21])[CH:22]([CH3:23])[CH3:24].[Cl-:25].[NH4+:26].[cH:42]1[cH:43][cH:44][n:45][cH:46][cH:47]1>>[CH3:1][C:2](=[O:4])[NH:18][c:16]1[cH:15][n:14][c:13]2[n:9]([Si:8]([CH:5]([CH3:6])[CH3:7])([CH:19]([CH3:20])[CH3:21])[CH:22]([CH3:23])[CH3:24])[cH:10][cH:11][c:12]2[cH:17]1.